From a dataset of the Open Reaction Database (ORD), a public repository of structured organic reaction records. describe an organic reaction: reactants, conditions, products, and yield The reactants are ClC1=C(C(=C(C=C1)CO)F)I ((4-chloro-2-fluoro-3-iodophenyl)methanol). Reagents/catalysts: [O-2].[Mn+2] (manganese oxide). The solvent is C(Cl)Cl (DCM). The product is ClC1=C(C(=C(C=O)C=C1)F)I (4-chloro-2-fluoro-3-iodobenzaldehyde). As a reaction SMILES: [Cl:1][C:2]1[CH:7]=[CH:6][C:5]([CH2:8][OH:9])=[C:4]([F:10])[C:3]=1[I:11]>C(Cl)Cl.[O-2].[Mn+2]>[Cl:1][C:2]1[CH:7]=[CH:6][C:5]([CH:8]=[O:9])=[C:4]([F:10])[C:3]=1[I:11] |f:2.3|. Procedure details: To a solution of (4-chloro-2-fluoro-3-iodophenyl)methanol (4.00 g, 14.0 mmol) in DCM (50 mL) was added manganese oxide (18.2 g, 209 mmol). The reaction mixture was refluxed for 10 h, then filtered through Celite® pad. The filtrate was concentrated under reduced pressure. Flash chromatography on silica gel (dichloromethane:hexane=20:80) gave 4-chloro-2-fluoro-3-iodobenzaldehyde as a white solid. MS (ESI, pos.ion) n/z: 286.2 (M+1) Reactants: ClC1=C2N=CN(C2=NC(=N1)I)[C@H]1[C@H](OC(C)=O)[C@H](OC(C)=O)[C@H](O1)COC(C)=O (6-chloro-2-iodo-9-(2,3,5-tri-O-acetyl-β-D-ribofuranosyl)purine), CO.N (methanol ammonia). Yields the product IC=1N=C(C=2N=CN([C@H]3[C@H](O)[C@H](O)[C@@H](CO)O3)C2N1)N (2-iodoadenosine). Isolated yield 90.0%. Reaction SMILES: Cl[C:2]1[N:10]=[C:9]([I:11])[N:8]=[C:7]2[C:3]=1[N:4]=[CH:5][N:6]2[C@@H:12]1[O:24][C@H:23]([CH2:25][O:26]C(=O)C)[C@@H:18]([O:19]C(=O)C)[C@H:13]1[O:14]C(=O)C.CO.[NH3:32]>>[I:11][C:9]1[N:10]=[C:2]([NH2:32])[C:3]2[N:4]=[CH:5][N:6]([C:7]=2[N:8]=1)[C@@H:12]1[O:24][C@H:23]([CH2:25][OH:26])[C@@H:18]([OH:19])[C@H:13]1[OH:14] |f:1.2|. Procedure: 6.0 g of 6-chloro-2-iodo-9-(2,3,5-tri-O-acetyl-β-D-ribofuranosyl)purine was added to 60 ml of methanol/ammonia (saturated at 0° C.) to cause reaction at a temperature of 60° C. for 17 hours in a sealed tube. The reaction solution was cooled, then degassed, and concentrated under reduced pressure. Crystallization of the residue from water afforded 3.94 g of 2-iodoadenosine (90% yield).